This data is from the Open Reaction Database (ORD), a public repository of structured organic reaction records. The task is: describe an organic reaction: reactants, conditions, products, and yield The reactants are C(=O)(O)[O-].[Na+] (NaHCO3), CS(=O)(=O)Cl (methanesulfonyl chloride), CCN(C(C)C)C(C)C (DIPEA), Cl.FC(OC=1C=C(C=CC1)C=1C=C2N(CCNC2=O)C1)(F)F (7-[3-(trifluoromethoxy)phenyl]-3,4-dihydropyrrolo[1,2-a]pyrazin-1(2H)-one hydrochloride). Run in C(Cl)Cl (DCM), C(C)(=O)OCC (ethyl acetate). Reaction conditions: time 2 hour. Yields the product O=C1C=2N([C@H](CN1)CCNS(=O)(=O)C)C(=C(C2)C2=CC(=CC=C2)OC(F)(F)F)C2=CC=CC=C2 (N-(2-{(4S)-1-oxo-6-phenyl-7-[3-(trifluoromethoxy)phenyl]-1,2,3,4-tetrahydropyrrolo[1,2-a]pyrazin-4-yl}ethyl)methanesulfonamide). Yield: 51.0%. Reaction SMILES: Cl.[F:2][C:3]([F:22])([F:21])[O:4][C:5]1[CH:6]=[C:7]([C:11]2[CH:12]=[C:13]3[C:18](=[O:19])[NH:17][CH2:16][CH2:15][N:14]3[CH:20]=2)[CH:8]=[CH:9][CH:10]=1.[CH3:23][S:24](Cl)(=[O:26])=[O:25].CCN([CH:34]([CH3:36])[CH3:35])C(C)C.C([O-])(O)=O.[Na+]>C(Cl)Cl.C(OCC)(=O)C>[O:19]=[C:18]1[NH:17][CH2:16][C@H:15]([CH2:12][CH2:13][NH:14][S:24]([CH3:23])(=[O:26])=[O:25])[N:14]2[C:20]([C:35]3[CH:34]=[CH:36][CH:6]=[CH:5][CH:10]=3)=[C:11]([C:7]3[CH:8]=[CH:9][CH:10]=[C:5]([O:4][C:3]([F:2])([F:21])[F:22])[CH:6]=3)[CH:12]=[C:13]12 |f:0.1,4.5|. Reported procedure: 40 mg (0.096 mmol) of 1(4S)-4-(2-aminoethyl)-6-phenyl)-7-[3-(trifluoromethoxy)phenyl]-3,4-dihydropyrrolo[1,2-a]pyrazin-1(2H)-one hydrochloride were dissolved in 3 ml of DCM. To the obtained solution, 15 μl (0.192 mmol) of methanesulfonyl chloride, 57 μl (0.33 mmol) of DIPEA, were added. The mixture was stirred at rt for 2 hours, the solution was portioned between ethyl acetate and saturated aqueous solution of NaHCO3, the organic layer was washed with brine, dried over Na2SO4 and evaporated unde...